This data is from the Open Reaction Database (ORD), a public repository of structured organic reaction records. The task is: describe an organic reaction: reactants, conditions, products, and yield The reactants are NC=1C(N(C(N(C1N)CC)=O)CC)=O (5,6-diamino-1,3-diethyluracil), FC=1C(=C(C=CC(=O)O)C=CC1)C (3-fluoro-2-methylcinnamic acid). Yields the product C(C)N1C(=O)N(C=2N=C(NC2C1=O)\C=C\C1=C(C(=CC=C1)F)C)CC ((E)-1,3-Diethyl-8-(3-fluoro-2-methylstyryl)xanthine). Yield: 50.5%. As a reaction SMILES: [NH2:1][C:2]1[C:3](=[O:14])[N:4]([CH2:12][CH3:13])[C:5](=[O:11])[N:6]([CH2:9][CH3:10])[C:7]=1[NH2:8].[F:15][C:16]1[C:17]([CH3:27])=[C:18]([CH:24]=[CH:25][CH:26]=1)[CH:19]=[CH:20][C:21](O)=O>>[CH2:12]([N:4]1[C:3](=[O:14])[C:2]2[NH:1][C:21](/[CH:20]=[CH:19]/[C:18]3[CH:24]=[CH:25][CH:26]=[C:16]([F:15])[C:17]=3[CH3:27])=[N:8][C:7]=2[N:6]([CH2:9][CH3:10])[C:5]1=[O:11])[CH3:13]. Procedure: Substantially the same procedure as in Example 7 was repeated using 2.50 g (12.6 mmol) of 5,6-diamino-1,3-diethyluracil and 2.50 g (13.9 mmol) of 3-fluoro-2-methylcinnamic acid. Then, the resultant crude crystals were recrystallized from dioxane to give 2.18 g (yield 51%) of Compound 171 as a white powder.